This data is from the Open Reaction Database (ORD), a public repository of structured organic reaction records. The task is: describe an organic reaction: reactants, conditions, products, and yield The reactants are FC=1C=C2C(=C(/C(/C2=CC1)=C/C1=CC=C(C=C1)SC)C)C=O ((Z)-5-Fluoro-3-formyl-2-methyl-1-(4-methylthiobenzylidene)indene), C[Li] (methyl lithium), CCOCC (ether). Run in C1CCOC1 (THF). Reaction conditions: temperature 0 celsius, time 45 minute. The product is FC=1C=C2C(=C(/C(/C2=CC1)=C/C1=CC=C(C=C1)SC)C)C(C)O ((Z)-5-Fluoro-3-(1-hydroxyethyl)-2-methyl-1-(4-methylthiobenzylidene)indene). RXN SMILES: [F:1][C:2]1[CH:3]=[C:4]2[C:8](=[CH:9][CH:10]=1)/[C:7](=[CH:11]\[C:12]1[CH:17]=[CH:16][C:15]([S:18][CH3:19])=[CH:14][CH:13]=1)/[C:6]([CH3:20])=[C:5]2[CH:21]=[O:22].C[Li].[CH3:25]COCC>C1COCC1>[F:1][C:2]1[CH:3]=[C:4]2[C:8](=[CH:9][CH:10]=1)/[C:7](=[CH:11]\[C:12]1[CH:17]=[CH:16][C:15]([S:18][CH3:19])=[CH:14][CH:13]=1)/[C:6]([CH3:20])=[C:5]2[CH:21]([OH:22])[CH3:25]. Procedure details: To a solution of aldehyde from Example 9, Step 2 (1.5 g, 4.8 mmol) in THF (25 mL) at 0° C. there was added methyl lithium (1.4 M) in ether (3.8 mL, 5.3 mmol) and the mixture stirred at 0° C. for 45 minutes; it was then quenched with saturated aqueous ammonium chloride and extracted with ether to afford crude material which was chromatographed on silica gel to provide the title compound as a reddish syrup. Reactants: O=C([O-])[O-], C#CCN, COc1cccc(OC2CN(C(=O)Cl)C2)c1, [K+], [K+], C1CCOC1, O. Yields the product C#CCNC(=O)N1CC(Oc2cccc(OC)c2)C1. RXN SMILES: [C:17](=[O:18])([O-:19])[O-:20].[CH2:23]([C:24]#[CH:25])[NH2:26].[CH3:1][O:2][c:3]1[cH:4][c:5]([O:6][CH:7]2[CH2:8][N:9]([C:11](=[O:12])[Cl:13])[CH2:10]2)[cH:14][cH:15][cH:16]1.[K+:21].[K+:22].[O:27]1[CH2:28][CH2:29][CH2:30][CH2:31]1.[OH2:32]>>[CH3:1][O:2][c:3]1[cH:4][c:5]([O:6][CH:7]2[CH2:8][N:9]([C:11](=[O:12])[NH:26][CH2:23][C:24]#[CH:25])[CH2:10]2)[cH:14][cH:15][cH:16]1. RXN SMILES: [C:17]([CH3:18])([CH3:19])([CH3:20])[Li:21].[CH3:12][CH2:13][O:14][CH2:15][CH3:16].[CH3:22][CH2:23][CH2:24][CH2:25][CH3:26].[F:1][c:2]1[c:3]([F:11])[c:4]([F:10])[c:5]([F:9])[c:6]([F:8])[cH:7]1>>[F:1][c:2]1[c:3]([F:11])[c:4]([F:10])[c:5]([F:9])[c:6]([F:8])[c:7]1[Li:21]. Reactants: [Li]C(C)(C)C, CCOCC, CCCCC, Fc1cc(F)c(F)c(F)c1F. Yields the product [Li]c1c(F)c(F)c(F)c(F)c1F. Reactants: C(C)OC(/C(/CCCCl)=C/C1=CC(=C(C=C1)N1C=NC(=C1)C)OC)=O ((E)-5-chloro-2-[3-methoxy-4-(4-methyl-1H-imidazol-1-yl]benzylidene)valeric acid ethyl ester), NCC1=NC(=CC=C1)Cl (2-(aminomethyl)-6-chloropyridine), Cl (hydrochloride), C([O-])([O-])=O.[K+].[K+] (potassium carbonate). Run in C(C)O (ethanol), CN(C)C=O (DMF), O (water). Conditions: temperature 100 celsius, time 8 hour. Product: ClC1=CC=CC(=N1)CN1C(/C(/CCC1)=C/C1=CC(=C(C=C1)N1C=NC(=C1)C)OC)=O ((E)-1-[(6-chloropyridin-2-yl)methyl]-3-[3-methoxy-4-(4-methyl-1H-imidazol-1-yl)benzylidene]piperidin-2-one). RXN SMILES: C(O[C:4](=[O:25])/[C:5](=[CH:10]/[C:11]1[CH:16]=[CH:15][C:14]([N:17]2[CH:21]=[C:20]([CH3:22])[N:19]=[CH:18]2)=[C:13]([O:23][CH3:24])[CH:12]=1)/[CH2:6][CH2:7][CH2:8]Cl)C.[NH2:26][CH2:27][C:28]1[CH:33]=[CH:32][CH:31]=[C:30]([Cl:34])[N:29]=1.Cl.C(=O)([O-])[O-].[K+].[K+]>C(O)C.CN(C=O)C.O>[Cl:34][C:30]1[N:29]=[C:28]([CH2:27][N:26]2[CH2:8][CH2:7][CH2:6]/[C:5](=[CH:10]\[C:11]3[CH:16]=[CH:15][C:14]([N:17]4[CH:21]=[C:20]([CH3:22])[N:19]=[CH:18]4)=[C:13]([O:23][CH3:24])[CH:12]=3)/[C:4]2=[O:25])[CH:33]=[CH:32][CH:31]=1 |f:3.4.5|. Procedure: To a suspension of (E)-5-chloro-2-[3-methoxy-4-(4-methyl-1H-imidazol-1-yl]benzylidene)valeric acid ethyl ester (200 mg) obtained in Example 417 and 2-(aminomethyl)-6-chloropyridine (CA 188637-75-4) hydrochloride (100 mg) in ethanol (3 mL) and DMF (3 mL), anhydrous potassium carbonate (100 mg) was added and the reaction mixture was agitated at 100° C. for 8 hours. After the reaction mixture was allowed to be cooled to room temperature, the reaction mixture was poured into iced water and the react... Reactants: N1CC(CC1)C=1C=NC=CC1 (3-pyrrolidin-3-yl-pyridine), CN(C)C(=[N+](C)C)ON1C2=C(C=CC=C2)N=N1.[B-](F)(F)(F)F (TBTU), C(C)N(C(C)C)C(C)C (N-ethyl-N-isopropylpropan-2-amine), N1=C(C=CC=C1)C1=C(C=NO1)C(=O)O (5-pyridin-2-ylisoxazole-4-carboxylic acid). Run in CN(C)C=O (DMF). Reaction conditions: time 2 hour. The product is N1=CC(=CC=C1)C1CN(CC1)C(=O)C=1C=NOC1C1=NC=CC=C1 (2-{4-[(3-pyridin-3-ylpyrrolidin-1-yl)carbonyl]isoxazol-5-yl}pyridine). As a reaction SMILES: [NH:1]1[CH2:5][CH2:4][CH:3]([C:6]2[CH:7]=[N:8][CH:9]=[CH:10][CH:11]=2)[CH2:2]1.CN(C(ON1N=NC2C=CC=CC1=2)=[N+](C)C)C.[B-](F)(F)(F)F.C(N(C(C)C)C(C)C)C.[N:43]1[CH:48]=[CH:47][CH:46]=[CH:45][C:44]=1[C:49]1[O:53][N:52]=[CH:51][C:50]=1[C:54](O)=[O:55]>CN(C=O)C>[N:8]1[CH:9]=[CH:10][CH:11]=[C:6]([CH:3]2[CH2:4][CH2:5][N:1]([C:54]([C:50]3[CH:51]=[N:52][O:53][C:49]=3[C:44]3[CH:45]=[CH:46][CH:47]=[CH:48][N:43]=3)=[O:55])[CH2:2]2)[CH:7]=1 |f:1.2|. Procedure details: A solution of 3-pyrrolidin-3-yl-pyridine (15 mg, 0.1 mmol), TBTU (48 mg, 0.15 mmol, 1.5 equ.) and N-ethyl-N-isopropylpropan-2-amine (17 μL, 0.1 mmol) in DMF (0.6 mL) was added to 5-pyridin-2-ylisoxazole-4-carboxylic acid (19 mg, 0.1 mmol) and the reaction mixture was stirred at rt for 2 h. The solvent was evaporated and the crude product was purified by RP-HPLC. After evaporation of the solvents from the pure fractions, the residue was dissolved in chloroform and washed with diluted NaOH to prov... Starting materials: C(=O)(OC)C1=C(C=CC=C1)S(=O)(=O)N=C=O (2-carbomethoxybenzenesulfonyl isocyanate), COC1=NC(=NC(=N1)C)NC (2-methoxy-4-methyl-6-methylamino-1,3,5-triazine), 1,4-diaza[2.2.2]bicyclooctane. Solvent: ClCCl (dichloromethane). Conditions: time 8 hour. Yields the product COC1=NC(=NC(=N1)C)N(C(=O)NS(=O)(=O)C1=C(C(=O)OC)C=CC=C1)C (2-[[-N-[4-methoxy-6-methyl-1,3,5-triazin-2-yl]N-methylaminocarbonyl]aminosulfonyl]benzoic acid, methyl ester). Yield: 101.0%. RXN SMILES: [C:1]([C:5]1[CH:10]=[CH:9][CH:8]=[CH:7][C:6]=1[S:11]([N:14]=[C:15]=[O:16])(=[O:13])=[O:12])([O:3][CH3:4])=[O:2].[CH3:17][O:18][C:19]1[N:24]=[C:23]([CH3:25])[N:22]=[C:21]([NH:26][CH3:27])[N:20]=1>ClCCl>[CH3:17][O:18][C:19]1[N:24]=[C:23]([CH3:25])[N:22]=[C:21]([N:26]([CH3:27])[C:15]([NH:14][S:11]([C:6]2[CH:7]=[CH:8][CH:9]=[CH:10][C:5]=2[C:1]([O:3][CH3:4])=[O:2])(=[O:12])=[O:13])=[O:16])[N:20]=1. Reported procedure: To a solution of 2-carbomethoxybenzenesulfonyl isocyanate (22.4 g 93.0 mmol) in dichloromethane (100 mL) was added 2-methoxy-4-methyl-6-methylamino-1,3,5-triazine (10.7 g, 69.6 mmol), followed by a catalytic amount of 1,4-diaza[2.2.2]bicyclooctane. After stirring overnight at ambient temperature under a nitrogen atmosphere, the reaction mixture was concentrated in vacuo. The residue was triturated with diethyl ether and then washed with 1-chlorobutane to yield the title compound as a white powde...